From a dataset of the Open Reaction Database (ORD), a public repository of structured organic reaction records. describe an organic reaction: reactants, conditions, products, and yield The reactants are [H-].[Na+] (sodium hydride), OC1COC(OC1)C1=CC=CC=C1 (5-hydroxy-2-phenyl-1,3-dioxane), CN(C=O)C (dimethylformamide), ClC1=NC2=CC=C(C=C2C(=N1)NCC1=CC2=C(C=C1)OCO2)Cl (2,6-dichloro-4-(3,4-methylenedioxybenzyl)aminoquinazoline). Solvent: O (water). Run at temperature 80 celsius. The product is C1(=CC=CC=C1)C1OCC(CO1)OC1=NC2=CC=C(C=C2C(=N1)NCC1=CC2=C(C=C1)OCO2)Cl (2-(2-phenyl-1,3-dioxan-5-yl)oxy-4-(3,4-methylenedioxybenzyl)amino-6-chloroquinazoline). Yield: 27.8%. RXN SMILES: [H-].[Na+].[OH:3][CH:4]1[CH2:9][O:8][CH:7]([C:10]2[CH:15]=[CH:14][CH:13]=[CH:12][CH:11]=2)[O:6][CH2:5]1.CN(C)C=O.Cl[C:22]1[N:31]=[C:30]([NH:32][CH2:33][C:34]2[CH:39]=[CH:38][C:37]3[O:40][CH2:41][O:42][C:36]=3[CH:35]=2)[C:29]2[C:24](=[CH:25][CH:26]=[C:27]([Cl:43])[CH:28]=2)[N:23]=1>O>[C:10]1([CH:7]2[O:6][CH2:5][CH:4]([O:3][C:22]3[N:31]=[C:30]([NH:32][CH2:33][C:34]4[CH:39]=[CH:38][C:37]5[O:40][CH2:41][O:42][C:36]=5[CH:35]=4)[C:29]4[C:24](=[CH:25][CH:26]=[C:27]([Cl:43])[CH:28]=4)[N:23]=3)[CH2:9][O:8]2)[CH:15]=[CH:14][CH:13]=[CH:12][CH:11]=1 |f:0.1|. Procedure: 100 mg of sodium hydride was added to a mixture comprising 300 mg of 5-hydroxy-2-phenyl-1,3-dioxane and 5 ml of dimethylformamide. The obtained mixture was heated to 80° C. After the bubbling had been discontinued, 300 mg of 2,6-dichloro-4-(3,4-methylenedioxybenzyl)aminoquinazoline was added in a crystalline state. The obtained mixture was heated at 140° C. for 2 hours and cooled, followed by the addition of water. The obtained mixture was extracted with ethyl acetate. The extract was purified b... The reactants are C1CCNCC1, Cc1ccccc1, CC(=O)O, O=Cc1ccc(OCCc2ccc(OS(=O)(=O)c3cccc([N+](=O)[O-])c3)cc2)cc1, O, O=C1CSC(=O)N1. Product: O=C1NC(=O)C(=Cc2ccc(OCCc3ccc(OS(=O)(=O)c4cccc([N+](=O)[O-])c4)cc3)cc2)S1. As a reaction SMILES: [CH2:1]1[CH2:2][CH2:3][NH:4][CH2:5][CH2:6]1.[CH3:49][c:50]1[cH:51][cH:52][cH:53][cH:54][cH:55]1.[CH3:7][C:8](=[O:9])[OH:10].[N+:11](=[O:12])([O-:13])[c:14]1[cH:15][c:16]([S:20](=[O:21])(=[O:22])[O:23][c:24]2[cH:25][cH:26][c:27]([CH2:30][CH2:31][O:32][c:33]3[cH:34][cH:35][c:36]([CH:39]=[O:40])[cH:37][cH:38]3)[cH:28][cH:29]2)[cH:17][cH:18][cH:19]1.[OH2:48].[S:41]1[C:42](=[O:47])[NH:43][C:44](=[O:46])[CH2:45]1>>[N+:11](=[O:12])([O-:13])[c:14]1[cH:15][c:16]([S:20](=[O:21])(=[O:22])[O:23][c:24]2[cH:25][cH:26][c:27]([CH2:30][CH2:31][O:32][c:33]3[cH:34][cH:35][c:36]([CH:39]=[C:45]4[S:41][C:42](=[O:47])[NH:43][C:44]4=[O:46])[cH:37][cH:38]3)[cH:28][cH:29]2)[cH:17][cH:18][cH:19]1. The reactants are BrCC(C(=O)OCC)=O (ethyl bromopyruvate), NC1=NC=CN=C1 (2-aminopyrazine), C([O-])([O-])=O.[K+].[K+] (potassium carbonate). Run in C(C)O (ethanol). The product is N=1C(=CN2C1C=CC=C2)C(=O)OCC (ethyl imidazolo[1,2-a]pyridine-2-carboxylate). Yield: 61.3%. RXN SMILES: Br[CH2:2][C:3](=O)[C:4]([O:6][CH2:7][CH3:8])=[O:5].[NH2:10][C:11]1[CH:16]=N[CH:14]=[CH:13][N:12]=1.[C:17](=O)([O-])[O-].[K+].[K+]>C(O)C>[N:10]1[C:3]([C:4]([O:6][CH2:7][CH3:8])=[O:5])=[CH:2][N:12]2[CH:13]=[CH:14][CH:17]=[CH:16][C:11]=12 |f:2.3.4|. Procedure: A solution of 7.8 g (40 mmol) of ethyl bromopyruvate and in 40 mL of ethanol is treated with 3.76 g (30.0 mmol) of 2-aminopyrazine and heated to reflux temperature for 16 hr. The reaction mixture is cooled to room temperature and treated with 10 g of potassium carbonate. The mixture is filtered through Celite and the solvent removed in vacuo to yield the crude material. The resulting residue is flash chromatographed with initially 1% methanol in dichloromethane to afford 3.5 g (46%) ethyl imidaz... Procedure: 1.5 g of KCN and 1.8 ml of acetic acid were added to 2.5 g of the aldehyde thus obtained dissolved 40 ml of ethanol and then left overnight under stirring. Then, the reaction mixture was poured into 100 ml of 2N-HCl and the extraction was effected with benzene. After washing with NaCl aqueous solution, the benzene layer was condensed to yield 2.7 g of 3-anilino-α-cyanobenzylalcohol. Solvent: C(C)O (ethanol). The reactants are [C-]#N.[K+] (KCN), C(C)(=O)O (acetic acid), N(C1=CC=CC=C1)C=1C=C(C=O)C=CC1 (3-anilinobenzaldehyde), Cl (HCl). Conditions: time 8 hour. Yield: 95.0%. Product: N(C1=CC=CC=C1)C=1C=C(C(C#N)O)C=CC1 (3-anilino-α-cyanobenzylalcohol). As a reaction SMILES: [C-:1]#[N:2].[K+].C(O)(=O)C.[NH:8]([C:15]1[CH:16]=[C:17]([CH:20]=[CH:21][CH:22]=1)[CH:18]=[O:19])[C:9]1[CH:14]=[CH:13][CH:12]=[CH:11][CH:10]=1.Cl>C(O)C>[NH:8]([C:15]1[CH:16]=[C:17]([CH:20]=[CH:21][CH:22]=1)[CH:18]([OH:19])[C:1]#[N:2])[C:9]1[CH:10]=[CH:11][CH:12]=[CH:13][CH:14]=1 |f:0.1|. Reactants: Cl.COC([C@@H](NC([C@H](NC)CC1=CC=CC=C1)=O)CC1=CNC2=CC=CC=C12)=O (N-methyl-(D)-phenylalanyl-(L)-tryptophan methyl ester hydrochloride), CC1=CC=C(S1)C(=O)O (5-methyl-2-thiophenecarboxylic acid), methyl ester. Product: CC1=CC=C(S1)C(=O)N([C@H](CC1=CC=CC=C1)C(=O)N[C@@H](CC1=CNC2=CC=CC=C12)C(=O)O)C (N-(5-methyl-2-thiophenecarbonyl)-N-methyl-(D)-phenylalanyl-(L)-tryptophan). As a reaction SMILES: Cl.C[O:3][C:4](=[O:29])[C@H:5]([CH2:19][C:20]1[C:28]2[C:23](=[CH:24][CH:25]=[CH:26][CH:27]=2)[NH:22][CH:21]=1)[NH:6][C:7](=[O:18])[C@@H:8]([CH2:11][C:12]1[CH:17]=[CH:16][CH:15]=[CH:14][CH:13]=1)[NH:9][CH3:10].[CH3:30][C:31]1[S:35][C:34]([C:36]([OH:38])=O)=[CH:33][CH:32]=1>>[CH3:30][C:31]1[S:35][C:34]([C:36]([N:9]([CH3:10])[C@@H:8]([C:7]([NH:6][C@H:5]([C:4]([OH:29])=[O:3])[CH2:19][C:20]2[C:28]3[C:23](=[CH:24][CH:25]=[CH:26][CH:27]=3)[NH:22][CH:21]=2)=[O:18])[CH2:11][C:12]2[CH:13]=[CH:14][CH:15]=[CH:16][CH:17]=2)=[O:38])=[CH:33][CH:32]=1 |f:0.1|. Procedure: Coupling of N-methyl-(D)-phenylalanyl-(L)-tryptophan methyl ester hydrochloride (see example 1) with 5-methyl-2-thiophenecarboxylic acid according to example 12 followed by hydrolysis of the methyl ester moiety according to example 1 gives N-(5-methyl-2-thiophenecarbonyl)-N-methyl-(D)-phenylalanyl-(L)-tryptophan; FAB-MS m/e 488 (M-H)-. The reactants are NC=1C=C2C=CN(C2=CC1)C (5-Amino-1-methyl-1H-indole), C(=O)(C=1NC=CN1)C=1NC=CN1 (carbonyl diimidazole), ClCCl (dichloromethane), NC=1C=C2C=CN=CC2=CC1 (6-aminoisoquinoline). Solvent: CN(C)C=O (DMF). The product is CN1C=CC2=CC(=CC=C12)NC(=O)NC=1C=C2C=CN=CC2=CC1 (N-(1-methyl-5-indolyl)-N'-(6-isoquinolyl) urea). As a reaction SMILES: [NH2:1][C:2]1[CH:3]=[C:4]2[C:8](=[CH:9][CH:10]=1)[N:7]([CH3:11])[CH:6]=[CH:5]2.[C:12](C1NC=CN=1)(C1NC=CN=1)=[O:13].ClCCl.[NH2:27][C:28]1[CH:29]=[C:30]2[C:35](=[CH:36][CH:37]=1)[CH:34]=[N:33][CH:32]=[CH:31]2>CN(C=O)C>[CH3:11][N:7]1[C:8]2[C:4](=[CH:3][C:2]([NH:1][C:12]([NH:27][C:28]3[CH:29]=[C:30]4[C:35](=[CH:36][CH:37]=3)[CH:34]=[N:33][CH:32]=[CH:31]4)=[O:13])=[CH:10][CH:9]=2)[CH:5]=[CH:6]1. Procedure details: The title compound is prepared using standard methodology as described herein, such as reaction of (D2) with carbonyl diimidazole in a solvent such as dry dichloromethane, and reacting the product with 6-aminoisoquinoline in a solvent such as DMF, with heating.